From a dataset of the Open Reaction Database (ORD), a public repository of structured organic reaction records. describe an organic reaction: reactants, conditions, products, and yield Starting materials: [N+](=O)(O)[O-] (nitric acid), FC(C(=O)OC(C(F)(F)F)=O)(F)F (trifluoroacetic anhydride). Conditions: temperature 10 celsius. The product is [N+](=O)(O)[O-].FC(C(=O)OC(C(F)(F)F)=O)(F)F (HNO3 trifluoroacetic anhydride). RXN SMILES: [N+:1]([O-:4])([OH:3])=[O:2].[F:5][C:6]([F:17])([F:16])[C:7]([O:9][C:10](=[O:15])[C:11]([F:14])([F:13])[F:12])=[O:8]>>[N+:1]([O-:4])([OH:3])=[O:2].[F:5][C:6]([F:16])([F:17])[C:7]([O:9][C:10](=[O:15])[C:11]([F:13])([F:12])[F:14])=[O:8] |f:2.3|. Reported procedure: 45 grams of 100% nitric acid were charged to a 100 ml. round bottom, three-neck glass flask fitted with a condenser, thermometer and a magnetic stirring bar. The flask contents were cooled to 10°C. and 27.4 grams of trifluoroacetic anhydride followed by 3 grams of DADN were introduced while maintaining the contents at 10°C. The resulting solution was heated rapidly to 50°C. and maintained at that temperature for 1 hour. The reaction mixture was drowned on ice and worked up in the usual manner. 2... Starting materials: C(C)(C)(C)OC(=O)N[C@H](C(=O)O)CC1=C(C=CC=C1)[N+](=O)[O-] ((S)-2-(tert-butyloxycarbonylamino)-3-(2-nitrophenyl)propanoic acid). Reagents/catalysts: [Pd] (palladium on carbon). Solvent: CO (MeOH). Reaction conditions: time 24 hour. Yields the product C(C)(C)(C)OC(N[C@@H]1C(NC2=CC=CC=C2C1)=O)=O ((S)-(2-Oxo-1,2,3,4-tetrahydroquinolin-3-yl)-carbamic acid tert-butyl ester). Yield: 95.9%. As a reaction SMILES: [C:1]([O:5][C:6]([NH:8][C@@H:9]([CH2:13][C:14]1[CH:19]=[CH:18][CH:17]=[CH:16][C:15]=1[N+:20]([O-])=O)[C:10](O)=[O:11])=[O:7])([CH3:4])([CH3:3])[CH3:2]>CO.[Pd]>[C:1]([O:5][C:6](=[O:7])[NH:8][C@H:9]1[CH2:13][C:14]2[C:15](=[CH:16][CH:17]=[CH:18][CH:19]=2)[NH:20][C:10]1=[O:11])([CH3:4])([CH3:3])[CH3:2]. Procedure details: The title compound may be prepared either as described in US 2004/002495 or as follows: To a solution of (S)-2-(tert-butyloxycarbonylamino)-3-(2-nitrophenyl)propanoic acid (987 mg, 3.18 mmol, Peptech catalog # BL284) in MeOH (100 mL) was added 10% palladium on carbon (300 mg), and the mixture was stirred at RT under hydrogen at 80 psi for 24 h. Filtration and solvent evaporation under vacuum provided the title compound (800 mg) as a foam. Reactants: CC#N, CCOC(=O)CCl, [N-]=[N+]=[N-], [Na+], O. Product: CCOC(=O)CN=[N+]=[N-]. As a reaction SMILES: [CH3:8][C:9]#[N:10].[Cl:1][CH2:2][C:3](=[O:4])[O:5][CH2:6][CH3:7].[N-:12]=[N+:13]=[N-:14].[Na+:11].[OH2:15]>>[CH2:2]([C:3](=[O:4])[O:5][CH2:6][CH3:7])[N:12]=[N+:13]=[N-:14].